This data is from the Open Reaction Database (ORD), a public repository of structured organic reaction records. The task is: describe an organic reaction: reactants, conditions, products, and yield Reactants: O=C(O)c1cc2ccc(Br)cc2s1, Cl, [Cu], c1ccc2ncccc2c1. Yields the product Brc1ccc2ccsc2c1. As a reaction SMILES: [Br:1][c:2]1[cH:3][cH:4][c:5]2[c:6]([s:7][c:8]([C:10]([OH:11])=[O:12])[cH:9]2)[cH:13]1.[ClH:14].[Cu:25].[cH:15]1[cH:16][c:17]2[c:18]([n:19][cH:20][cH:21][cH:22]2)[cH:23][cH:24]1>>[Br:1][c:2]1[cH:3][cH:4][c:5]2[c:6]([s:7][cH:8][cH:9]2)[cH:13]1. Reactants: ClCCN1CCOCC1 (2-chloroethylmorpholine), Water ice, OC1=NN(C(=C1)C)C1=CC2=CC(=CC=C2C=C1)OC (3-hydroxy-5-methyl-1-(7-methoxynaphthalen-2-yl)-1H-pyrazol), [H-].[Na+] (NaH). Solvent: CN(C)C=O (DMF), CN(C=O)C (dimethylformamide). Reaction conditions: temperature 60 celsius. Product: COC1=CC=C2C=CC(=CC2=C1)N1N=C(C=C1C)OCCN1CCOCC1 (4-{2-[1-(7-methoxynaphthalen-2-yl)-5-methyl-1H-pyrazol-3-yloxy]ethyl}morpholine). The yield is 81.3%. As a reaction SMILES: [OH:1][C:2]1[CH:6]=[C:5]([CH3:7])[N:4]([C:8]2[CH:17]=[CH:16][C:15]3[C:10](=[CH:11][C:12]([O:18][CH3:19])=[CH:13][CH:14]=3)[CH:9]=2)[N:3]=1.[H-].[Na+].Cl[CH2:23][CH2:24][N:25]1[CH2:30][CH2:29][O:28][CH2:27][CH2:26]1>CN(C)C=O>[CH3:19][O:18][C:12]1[CH:11]=[C:10]2[C:15]([CH:16]=[CH:17][C:8]([N:4]3[C:5]([CH3:7])=[CH:6][C:2]([O:1][CH2:23][CH2:24][N:25]4[CH2:30][CH2:29][O:28][CH2:27][CH2:26]4)=[N:3]3)=[CH:9]2)=[CH:14][CH:13]=1 |f:1.2|. Procedure: To a solution of 3-hydroxy-5-methyl-1-(7-methoxynaphthalen-2-yl)-1H-pyrazol (1.51 g, 5.96 mmol) in dimethylformamide (40 ml), cooled down to 0° C., a dispersion in mineral oil at 60% of NaH (0.36 g, 8.94 mmol) was added, the cooling bath was removed, and was left to stirring until it recovered the room temperature (1.5 hrs). Subsequently, 2-chloroethylmorpholine (1.02 g, 6.85 mmol) dissolved in DMF (10 ml) was added dropwise, and the resulting mixture was heated at 60° C. during 20 hrs. Water-ic... The reactants are CS(=O)(=O)O (methanesulfonic acid), O.[K+].CN1C(=CC2=CC(=CC=C12)NC(=O)C=1C(=CC=CC1)C1=CC=C(C=C1)C(F)(F)F)C(=O)[O-] (1-methyl-5-[4′-(trifluoromethyl)[1,1′-biphenyl]-2-carboxamido]-1H-indole-2-carboxylic acid potassium salt hydrate), O.ON1N=NC2=C1C=CC=C2 (1-hydroxybenzotriazole hydrate), Cl.CN(CCCN=C=NCC)C (3-(dimethylamino)propyl-N′-ethylcarbodimide hydrochloride), O.Cl.C(C1=CC=CC=C1)N(C([C@@H](N)C1=CC=CC=C1)=O)C ((S)-N-benzyl-N-methyl-2-phenylglycinamide hydrochloride hydrate). Solvent: ClCCl (dichloromethane), C(C)N(CC)CC (Triethylamine), ClCCl (dichloromethane), ClCCl (dichloromethane), ClCCl (dichloromethane), ClCCl (dichloromethane). Run at temperature 0 celsius, time 1 hour. Yields the product [K+].CN1C(=CC2=CC(=CC=C12)NC(=O)C=1C(=CC=CC1)C1=CC=C(C=C1)C(F)(F)F)C(=O)[O-] (1-Methyl-5-[4′-(trifluoromethyl)[1,1′-biphenyl]-2-carboxamido]-1H-indole-2-carboxylic acid potassium salt), C(C1=CC=CC=C1)N(C([C@H](C1=CC=CC=C1)NC(=O)C=1N(C2=CC=C(C=C2C1)NC(=O)C=1C(=CC=CC1)C1=CC=C(C=C1)C(F)(F)F)C)=O)C ((S)-N-{2-[benzyl(methyl)amino]-2-oxo-1-phenylethyl}-1-methyl-5-[4′-(trifluoromethyl)[1,1′-biphenyl]-2-carboxamido]-1H-indole-2-carboxamide). As a reaction SMILES: CS(O)(=O)=O.O.[K+:7].[CH3:8][N:9]1[C:17]2[C:12](=[CH:13][C:14]([NH:18][C:19]([C:21]3[C:22]([C:27]4[CH:32]=[CH:31][C:30]([C:33]([F:36])([F:35])[F:34])=[CH:29][CH:28]=4)=[CH:23][CH:24]=[CH:25][CH:26]=3)=[O:20])=[CH:15][CH:16]=2)[CH:11]=[C:10]1[C:37]([O-:39])=[O:38].O.ON1C2C=CC=CC=2N=N1.Cl.CN(C)CCCN=C=NCC.O.Cl.[CH2:65]([N:72]([CH3:83])[C:73](=[O:82])[C@H:74]([C:76]1[CH:81]=[CH:80][CH:79]=[CH:78][CH:77]=1)[NH2:75])[C:66]1[CH:71]=[CH:70][CH:69]=[CH:68][CH:67]=1>ClCCl.C(N(CC)CC)C>[K+:7].[CH3:8][N:9]1[C:17]2[C:12](=[CH:13][C:14]([NH:18][C:19]([C:21]3[C:22]([C:27]4[CH:32]=[CH:31][C:30]([C:33]([F:35])([F:36])[F:34])=[CH:29][CH:28]=4)=[CH:23][CH:24]=[CH:25][CH:26]=3)=[O:20])=[CH:15][CH:16]=2)[CH:11]=[C:10]1[C:37]([O-:39])=[O:38].[CH2:65]([N:72]([CH3:83])[C:73](=[O:82])[C@@H:74]([NH:75][C:37]([C:10]1[N:9]([CH3:8])[C:17]2[C:12]([CH:11]=1)=[CH:13][C:14]([NH:18][C:19]([C:21]1[C:22]([C:27]3[CH:28]=[CH:29][C:30]([C:33]([F:34])([F:35])[F:36])=[CH:31][CH:32]=3)=[CH:23][CH:24]=[CH:25][CH:26]=1)=[O:20])=[CH:15][CH:16]=2)=[O:39])[C:76]1[CH:77]=[CH:78][CH:79]=[CH:80][CH:81]=1)[C:66]1[CH:67]=[CH:68][CH:69]=[CH:70][CH:71]=1 |f:1.2.3,4.5,6.7,8.9.10,13.14|. Procedure: Alternatively and preferably, the title compound is prepared as follows: A solution of methanesulfonic acid (34.0 g) in dichloromethane (85 mL) was added to a mixture of 1-methyl-5-[4′-(trifluoromethyl)[1,1′-biphenyl]-2-carboxamido]-1H-indole-2-carboxylic acid potassium salt hydrate (170 g), from step (d) alternative C, and 1-hydroxybenzotriazole hydrate (54.6 g) in dichloromethane (3400 mL) at 0° C. N-[3-(dimethylamino)propyl-N′-ethylcarbodimide hydrochloride (88.4 g) in dichloromethane (680 mL... Reaction SMILES: [C:1]([CH2:3][NH:4][C:5]([NH2:7])=[O:6])#N.[OH-:8].[Na+].[C:10]([OH:14])(=[O:13])[CH:11]=O.[OH-]>CO.O>[C:10]([OH:14])(=[O:13])[C:11]1[NH:7][C:5](=[O:6])[NH:4][C:3](=[O:8])[CH:1]=1 |f:1.2|. Procedure details: A suspension of 57 g of cyanomethylurea in 45 ml of methanol is heated to boiling under agitation, combined with 3 ml of 8N sodium hydroxide solution, and heated under reflux for 30 minutes. The reaction mixture is then allowed to cool down to 30° C., 550 ml of water and 90 g of 50% strength glyoxylic acid are added thereto, and the mixture is neutralized with 8N sddium hydroxide solution at a temperature of maximally 30° C. until a pH of 6.5 has been attained. The mixture is then heated to 55°-... Solvent: CO (methanol), O (water). Yields the product C(C1=CC(=O)NC(=O)N1)(=O)O (orotic acid). Reactants: [OH-] (hydroxide), C(#N)CNC(=O)N (cyanomethylurea), [OH-].[Na+] (sodium hydroxide), [OH-].[Na+] (sodium hydroxide), C(C=O)(=O)O (glyoxylic acid). Yield: 71.8%. Conditions: temperature 30 celsius, time 1 hour. Starting materials: [OH-].[Na+] (sodium hydroxide), S(O)(O)(=O)=O (sulfuric acid), FC1=CC=C([N+](=C1)[O-])C (5-Fluoro-2-picoline-N-oxide), FC1=CC=C([N+](=C1)[O-])C (5-fluoro-2-picoline-N-oxide), [N+](=O)([O-])[O-].[K+] (potassium nitrate), C([O-])([O-])=O.[K+].[K+] (potassium carbonate), [N+](=O)([O-])[O-].[K+] (potassium nitrate). Conditions: temperature 50 celsius, time 18 hour. Yields the product FC1=C(C=C([N+](=C1)[O-])C)[N+](=O)[O-] (5-Fluoro-4-nitro-2-picoline-N-oxide). Yield: 80.0%. As a reaction SMILES: [OH-].[Na+].[F:3][C:4]1[CH:9]=[N+:8]([O-:10])[C:7]([CH3:11])=[CH:6][CH:5]=1.S(=O)(=O)(O)O.[N+:17]([O-])([O-:19])=[O:18].[K+].C(=O)([O-])[O-].[K+].[K+]>>[F:3][C:4]1[CH:9]=[N+:8]([O-:10])[C:7]([CH3:11])=[CH:6][C:5]=1[N+:17]([O-:19])=[O:18] |f:0.1,4.5,6.7.8|. Reported procedure: The reaction was carried out in a flask vented to a gas scrubber containing aqueous sodium hydroxide solution. The product of Step 5, 5-fluoro-2-picoline-N-oxide (1.0 g, 7.86 mmol) was cooled to 0° C. and concentrated sulfuric acid (4.2 mL) was slowly added, with stirring. Solid potassium nitrate (1.27 g, 12.5 mmol) was then added to this mixture at 0° C., in small portions over a 45 minute period. The reaction mixture was allowed to warm to ambient temperage and was stirred at ambient temperatu... Starting materials: C=1(C(=CC=CC1)C(=O)N)C (o-toluamide), F[B-](F)(F)F.C(C)[O+](CC)CC (triethyloxonium tetrafluoroborate). The solvent is C(Cl)Cl (methylene chloride). Reaction conditions: time 8 hour. Yields the product F[B-](F)(F)F.CC1=C(C(OCC)=N)C=CC=C1 (ethyl 2-methyl-benzimidate tetrafluoroborate). The yield is 57.2%. Reaction SMILES: [C:1]1([CH3:10])[C:2]([C:7]([NH2:9])=[O:8])=[CH:3][CH:4]=[CH:5][CH:6]=1.[F:11][B-:12]([F:15])([F:14])[F:13].[CH2:16]([O+](CC)CC)[CH3:17]>C(Cl)Cl>[F:11][B-:12]([F:15])([F:14])[F:13].[CH3:10][C:1]1[CH:6]=[CH:5][CH:4]=[CH:3][C:2]=1[C:7](=[NH:9])[O:8][CH2:16][CH3:17] |f:1.2,4.5|. Procedure details: To a degassed suspension of o-toluamide (1.35 g, 9.788 mmol) in methylene chloride (5 mL) was added triethyloxonium tetrafluoroborate (9.788 mL, 9.788 mmol, 1 M in methylene chloride). After the clear solution was stirred at room temperature overnight, it was concentrated in vacuo. The residue was triturated in methylene chloride and diethyl ether. The white solid was filtered off and washed with diethyl ether to afford ethyl 2-methyl-benzimidate tetrafluoroborate (1.4 g, 80%). It was used witho...